This data is from the Open Reaction Database (ORD), a public repository of structured organic reaction records. The task is: describe an organic reaction: reactants, conditions, products, and yield The reactants are C1CCOC1, COC(=O)Cc1c(C)n(C(=O)OC(C)(C)C)c2ccc(OC)cc12, Cl, [Li+], [OH-], O. Product: COc1ccc2c(c1)c(CC(=O)O)c(C)n2C(=O)OC(C)(C)C. Reaction SMILES: [CH2:28]1[O:29][CH2:30][CH2:31][CH2:32]1.[CH3:1][O:2][c:3]1[cH:4][c:5]2[c:6]([CH2:20][C:21](=[O:22])[O:23][CH3:24])[c:7]([CH3:19])[n:8]([C:12](=[O:13])[O:14][C:15]([CH3:16])([CH3:17])[CH3:18])[c:9]2[cH:10][cH:11]1.[ClH:27].[Li+:26].[OH-:25].[OH2:33]>>[CH3:1][O:2][c:3]1[cH:4][c:5]2[c:6]([CH2:20][C:21](=[O:22])[OH:23])[c:7]([CH3:19])[n:8]([C:12](=[O:13])[O:14][C:15]([CH3:16])([CH3:17])[CH3:18])[c:9]2[cH:10][cH:11]1. Reactants: S(=O)(O)[O-].[Na+] (sodium hydrogensulfite), C1(=CC(=CC=C1)S)C (m-toluenethiol), C(C=C)(=O)O (acrylic acid), BrBr (bromine). Solvent: C(C)(=O)O (acetic acid), C(C)N(CC)CC (triethylamine). Reaction conditions: temperature 50 celsius. Product: BrC1=C(C=C(C=C1)SCCC(=O)O)C (3-(4-bromo-3-methylphenylthio)propionic acid). Reaction SMILES: [C:1]1([CH3:8])[CH:6]=[CH:5][CH:4]=[C:3]([SH:7])[CH:2]=1.[C:9]([OH:13])(=[O:12])[CH:10]=[CH2:11].[Br:14]Br.S([O-])(O)=O.[Na+]>C(O)(=O)C.C(N(CC)CC)C>[Br:14][C:6]1[CH:5]=[CH:4][C:3]([S:7][CH2:11][CH2:10][C:9]([OH:13])=[O:12])=[CH:2][C:1]=1[CH3:8] |f:3.4|. Procedure details: A one-liter, three-necked flask was charged with 0 g (0.4 mol) of m-toluenethiol, 29 g (0.4 mol) of acrylic acid and 1.0 ml of triethylamine and the mixture was allowed to react at 150° C. for 1 hour. After the reaction mixture was allowed to cool, 200 ml of acetic acid was added to the reaction mixture, and the mixture was heated up to 50° C. to form a complete solution. Then, 21 ml of bromine was gradually added over 30 minutes, and the mixture was further allowed to react at 50° to 50° C. for... Starting materials: COC=1C=C(N)C=CC1C1=CN=C(O1)C (3-Methoxy-4-(2-methyloxazol-5-yl)aniline), C([O-])([O-])=O.[Cs+].[Cs+] (cesium carbonate), C1(CCCCC1)P(C1=C(C=CC=C1)C1=CC=CC=C1)C1CCCCC1 (2-(dicyclohexylphosphino)biphenyl), ClC1=NC(=CC(=N1)C(=C)OCC)COCC(F)(F)F (2-Chloro-4-(1-ethoxyvinyl)-6-((2,2,2-trifluoroethoxy)methyl)pyrimidine). Reagents/catalysts: C(C)(=O)[O-].[Pd+2].C(C)(=O)[O-] (palladium(II) acetate). Run in O1CCOCC1 (dioxane). Run at temperature 120 celsius. The product is C(C)OC(=C)C1=NC(=NC(=C1)COCC(F)(F)F)NC1=CC(=C(C=C1)C1=CN=C(O1)C)OC (4-(1-Ethoxyvinyl)-N-(3-methoxy-4-(2-methyloxazol-5-yl)phenyl)-6-((2,2,2-trifluoroethoxy)methyl)pyrimidin-2-amine). As a reaction SMILES: Cl[C:2]1[N:7]=[C:6]([C:8]([O:10][CH2:11][CH3:12])=[CH2:9])[CH:5]=[C:4]([CH2:13][O:14][CH2:15][C:16]([F:19])([F:18])[F:17])[N:3]=1.[CH3:20][O:21][C:22]1[CH:23]=[C:24]([CH:26]=[CH:27][C:28]=1[C:29]1[O:33][C:32]([CH3:34])=[N:31][CH:30]=1)[NH2:25].C(=O)([O-])[O-].[Cs+].[Cs+].C1(P(C2CCCCC2)C2C=CC=CC=2C2C=CC=CC=2)CCCCC1>O1CCOCC1.C([O-])(=O)C.[Pd+2].C([O-])(=O)C>[CH2:11]([O:10][C:8]([C:6]1[CH:5]=[C:4]([CH2:13][O:14][CH2:15][C:16]([F:19])([F:18])[F:17])[N:3]=[C:2]([NH:25][C:24]2[CH:26]=[CH:27][C:28]([C:29]3[O:33][C:32]([CH3:34])=[N:31][CH:30]=3)=[C:22]([O:21][CH3:20])[CH:23]=2)[N:7]=1)=[CH2:9])[CH3:12] |f:2.3.4,7.8.9|. Procedure details: 2-Chloro-4-(1-ethoxyvinyl)-6-((2,2,2-trifluoroethoxy)methyl)pyrimidine (0.10 g, 0.34 mmol) was dissolved in dioxane (5 mL). 3-Methoxy-4-(2-methyloxazol-5-yl)aniline (0.069 g, 0.34 mmol), cesium carbonate (0.220 g, 0.67 mmol), palladium(II) acetate (0.011 g, 0.05 mmol) and 2-(dicyclohexylphosphino)biphenyl (0.018 g, 0.05 mmol) were added. The vial was capped, evacuated and flushed with nitrogen. The mixture was heated by microwave irradiation at 120° C. for 1.5 h. The solvents were evaporated. Et... Reactants: Cl (hydrochloride), C(C)OC(C(CCC=1SC=C(C1)C#CCCCC1=CC=CC=C1)(C)NC(=O)OC)=O (2-Methoxycarbonylamino-2-methyl-4-[4-(5-phenylpent-1-ynyl)thiophen-2-yl]butanoic acid ethylester), [Cl-].[Li+] (lithium chloride), [BH4-].[Na+] (sodium borohydride). The solvent is C(C)O (ethanol), O1CCCC1 (tetrahydrofuran). Run at temperature 70 celsius, time 2 hour. Product: CC1(NC(OC1)=O)CCC=1SC=C(C1)C#CCCCC1=CC=CC=C1 (4-Methyl-4-{2-[4-(5-phenylpent-1-ynyl)thiophen-2-yl]}ethyloxazolidin-2-one). Yield: 95.8%. RXN SMILES: C(OC(=O)[C:5]([NH:25][C:26]([O:28][CH3:29])=[O:27])([CH3:24])[CH2:6][CH2:7][C:8]1[S:9][CH:10]=[C:11]([C:13]#[C:14][CH2:15][CH2:16][CH2:17][C:18]2[CH:23]=[CH:22][CH:21]=[CH:20][CH:19]=2)[CH:12]=1)C.[Cl-].[Li+].[BH4-].[Na+].Cl>C(O)C.O1CCCC1>[CH3:24][C:5]1([CH2:6][CH2:7][C:8]2[S:9][CH:10]=[C:11]([C:13]#[C:14][CH2:15][CH2:16][CH2:17][C:18]3[CH:19]=[CH:20][CH:21]=[CH:22][CH:23]=3)[CH:12]=2)[CH2:29][O:28][C:26](=[O:27])[NH:25]1 |f:1.2,3.4|. Reported procedure: 2-Methoxycarbonylamino-2-methyl-4-[4-(5-phenylpent-1-ynyl)thiophen-2-yl]butanoic acid ethylester (0.82 g, 1.92 mmol) obtained in Example 25 (g) was dissolved in a mixture of ethanol (15 ml) and tetrahydrofuran (10 ml), and lithium chloride (0.24 g, 5.75 mmol) and sodium borohydride (0.22 g, 5.75 mmol) were added thereto in an ice bath, and then the reaction mixture was stirred for 2 hours at 70° C. under a nitrogen atmosphere. After the reaction solution was acidified with 1N hydrochloride acid,... The reactants are COC(=O)C(CNC(=O)OC(C)(C)C)NC(=O)c1sc(C(=O)NCc2cccc3[nH]ncc23)cc1C#N, CO, Cl, C1COCCO1. Product: COC(=O)C(CN)NC(=O)c1sc(C(=O)NCc2cccc3[nH]ncc23)cc1C#N, Cl. Reaction SMILES: [CH3:1][O:2][C:3]([CH:4]([CH2:5][NH:6][C:7]([O:8][C:9]([CH3:10])([CH3:11])[CH3:12])=[O:13])[NH:14][C:15](=[O:16])[c:17]1[s:18][c:19]([C:24]([NH:25][CH2:26][c:27]2[c:28]3[cH:29][n:30][nH:31][c:32]3[cH:33][cH:34][cH:35]2)=[O:36])[cH:20][c:21]1[C:22]#[N:23])=[O:37].[CH3:45][OH:46].[ClH:38].[O:39]1[CH2:40][CH2:41][O:42][CH2:43][CH2:44]1>>[CH3:1][O:2][C:3]([CH:4]([CH2:5][NH2:6])[NH:14][C:15](=[O:16])[c:17]1[s:18][c:19]([C:24]([NH:25][CH2:26][c:27]2[c:28]3[cH:29][n:30][nH:31][c:32]3[cH:33][cH:34][cH:35]2)=[O:36])[cH:20][c:21]1[C:22]#[N:23])=[O:37].[ClH:38]. RXN SMILES: [CH3:1][C:2]1[CH:7]=[C:6]([N+:8]([O-:10])=[O:9])[CH:5]=[CH:4][C:3]=1[OH:11].[C:12](=O)([O-])[O-].[K+].[K+].CI>C(#N)C>[CH3:12][O:11][C:3]1[CH:4]=[CH:5][C:6]([N+:8]([O-:10])=[O:9])=[CH:7][C:2]=1[CH3:1] |f:1.2.3|. The solvent is C(C)#N (acetonitrile). The reactants are CC1=C(C=CC(=C1)[N+](=O)[O-])O (2-methyl-4-nitrophenol), C([O-])([O-])=O.[K+].[K+] (potassium carbonate), CI (methyl iodide). Procedure details: To a solution of 2-methyl-4-nitrophenol (10.2 g, 67 mmol) in acetonitrile (250 mL) was added potassium carbonate (27.6 g, 200 mmol) and methyl iodide (4.1 mL, 66 mmol). The mixture was stirred at 80° C. for 12 h. After cooling to room temperature, the solid was removed by filtration and the filtrate was evaporated under reduced pressure. The resulting oil was dissolved in dichloromethane (250 mL). The solution was washed with 2N NaOH (aq.) (200 mL), brine (100 mL), dried (Na2SO4), filtered and e... Product: COC1=C(C=C(C=C1)[N+](=O)[O-])C (1-methoxy-2-methyl-4-nitrobenzene). Run at temperature 80 celsius, time 12 hour. The yield is 85.1%. The reactants are [BH4-], CC(=O)[O-], CC(=O)O, C[N+](=O)[O-], [NH4+], [Na+], O, O=Cc1cccc(-c2ccccc2)c1. Yields the product O=[N+]([O-])CCc1cccc(-c2ccccc2)c1. RXN SMILES: [BH4-:24].[CH3:20][C:21](=[O:22])[O-:23].[CH3:27][C:28](=[O:29])[OH:30].[N+:15](=[O:16])([O-:17])[CH3:18].[NH4+:19].[Na+:25].[OH2:26].[c:1]1(-[c:7]2[cH:8][c:9]([CH:10]=[O:11])[cH:12][cH:13][cH:14]2)[cH:2][cH:3][cH:4][cH:5][cH:6]1>>[c:1]1(-[c:7]2[cH:8][c:9]([CH2:10][CH2:18][N+:15](=[O:16])[O-:17])[cH:12][cH:13][cH:14]2)[cH:2][cH:3][cH:4][cH:5][cH:6]1. The reactants are [H-].[Al+3].[Li+].[H-].[H-].[H-] (lithium aluminum hydride), COC=1C=C(C=CC(=O)O)C=CC1OC (3,4-dimethoxycinnamic acid). Run in C1CCOC1 (THF), C1CCOC1 (THF). The product is COC=1C=C(C=CCO)C=CC1OC (3,4-dimethoxycinnamyl alcohol). Yield: 61.8%. As a reaction SMILES: [H-].[Al+3].[Li+].[H-].[H-].[H-].[CH3:7][O:8][C:9]1[CH:10]=[C:11]([CH:17]=[CH:18][C:19]=1[O:20][CH3:21])[CH:12]=[CH:13][C:14](O)=[O:15]>C1COCC1>[CH3:7][O:8][C:9]1[CH:10]=[C:11]([CH:17]=[CH:18][C:19]=1[O:20][CH3:21])[CH:12]=[CH:13][CH2:14][OH:15] |f:0.1.2.3.4.5|. Reported procedure: A solution of lithium aluminum hydride (0.1 mol) in THF (100 ml) was added dropwise to a stirred suspension of 3,4-dimethoxycinnamic acid (41.6 g, 0.2 mol) in THF (150 ml) at room temperature. After the addition, the mixture was stirred for 2 hous, and the solution was evaporated in vacuo to a residue, which was partitioned between dichloromethane and aqueous sodium hydroxide. The organic layer was washed three times with water, dried, and evaporated to an oil. Crystallization from ethyl acetate... Reactants: C1COCCO1, CO, ClCCl, Cl, COC(=O)C1(CCCc2c(F)cnc3ccc(OC)cc23)CN(CC=Cc2cc(F)ccc2F)CCO1, [Na+], [OH-], O. Yields the product COc1ccc2ncc(F)c(CCCC3(C(=O)O)CN(CC=Cc4cc(F)ccc4F)CCO3)c2c1. Reaction SMILES: [CH2:43]1[O:44][CH2:45][CH2:46][O:47][CH2:48]1.[CH3:38][OH:39].[Cl:49][CH2:50][Cl:51].[ClH:42].[F:1][c:2]1[c:3]([CH:9]=[CH:10][CH2:11][N:12]2[CH2:13][C:14]([C:18](=[O:19])[O:20][CH3:21])([CH2:22][CH2:23][CH2:24][c:25]3[c:26]([F:37])[cH:27][n:28][c:29]4[cH:30][cH:31][c:32]([O:35][CH3:36])[cH:33][c:34]34)[O:15][CH2:16][CH2:17]2)[cH:4][c:5]([F:8])[cH:6][cH:7]1.[Na+:41].[OH-:40].[OH2:52]>>[F:1][c:2]1[c:3]([CH:9]=[CH:10][CH2:11][N:12]2[CH2:13][C:14]([C:18](=[O:19])[OH:20])([CH2:22][CH2:23][CH2:24][c:25]3[c:26]([F:37])[cH:27][n:28][c:29]4[cH:30][cH:31][c:32]([O:35][CH3:36])[cH:33][c:34]34)[O:15][CH2:16][CH2:17]2)[cH:4][c:5]([F:8])[cH:6][cH:7]1. The reactants are CCc1ccc(Cc2cc(Br)c(CO)cc2Cl)cc1, C=CCBr, CCCC[N+](CCCC)(CCCC)CCCC, [H-], [I-], [Na+], CN(C)C=O. The product is C=CCOCc1cc(Cl)c(Cc2ccc(CC)cc2)cc1Br. As a reaction SMILES: [Br:1][c:2]1[c:3]([CH2:18][OH:19])[cH:4][c:5]([Cl:17])[c:6]([CH2:8][c:9]2[cH:10][cH:11][c:12]([CH2:15][CH3:16])[cH:13][cH:14]2)[cH:7]1.[CH2:22]([CH:23]=[CH2:24])[Br:25].[CH2:32]([N+:33]([CH2:34][CH2:35][CH2:36][CH3:37])([CH2:38][CH2:39][CH2:40][CH3:41])[CH2:42][CH2:43][CH2:44][CH3:45])[CH2:46][CH2:47][CH3:48].[H-:21].[I-:31].[Na+:20].[O:26]=[CH:27][N:28]([CH3:29])[CH3:30]>>[Br:1][c:2]1[c:3]([CH2:18][O:19][CH2:24][CH:23]=[CH2:22])[cH:4][c:5]([Cl:17])[c:6]([CH2:8][c:9]2[cH:10][cH:11][c:12]([CH2:15][CH3:16])[cH:13][cH:14]2)[cH:7]1.